From a dataset of the Open Reaction Database (ORD), a public repository of structured organic reaction records. describe an organic reaction: reactants, conditions, products, and yield The reactants are COC1=CC=C(CC2=CC=C(C(=O)O)C=C2)C=C1 (4-(4-methoxybenzyl)benzoic acid), C1(=CCCCC1)C(=O)O (cyclohex-1-enecarboxylic acid), [Na] (sodium), Cl (hydrochloric acid). Run in C(CC(C)C)O (isoamyl alcohol). Product: COC1=CC=C(CC2CCC(CC2)C(=O)O)C=C1 (4-(4-Methoxybenzyl)cyclohexanecarboxylic acid). Reaction SMILES: [CH3:1][O:2][C:3]1[CH:18]=[CH:17][C:6]([CH2:7][C:8]2[CH:16]=[CH:15][C:11]([C:12]([OH:14])=[O:13])=[CH:10][CH:9]=2)=[CH:5][CH:4]=1.[Na].Cl.C1(C(O)=O)CCCCC=1>C(O)CC(C)C>[CH3:1][O:2][C:3]1[CH:4]=[CH:5][C:6]([CH2:7][CH:8]2[CH2:9][CH2:10][CH:11]([C:12]([OH:14])=[O:13])[CH2:15][CH2:16]2)=[CH:17][CH:18]=1 |^1:18|. Procedure details: A solution of 49.5 g. of 4-(4-methoxybenzyl)benzoic acid (Example 1c) in 1000 ml. of isoamyl alcohol was heated at reflux and 109 g. of sodium was added in pieces over a 40 minute period. The reaction mixture was heated under reflux for three hours, then cooled and steam distilled until 2.5 liters of distillate was obtained. The resulting aqueous solution was acidified with concentrated hydrochloric acid and extracted with ether. The ether extracts were dried over anhydrous magnesium sulfate and... Reactants: CC1=CC=C(C=C1)C1=NC=NO1 (5-(4-methylphenyl)-1,2,4-oxadiazole), CC1=CC=C(C=C1)C=1OC=CN1 (2-(4-methylphenyl)oxazole). Yields the product O1N=CN=C1C1=CC=C(C=O)C=C1 (4-(1,2,4-Oxadiazol-5-yl)benzaldehyde). RXN SMILES: [CH3:1][C:2]1[CH:7]=[CH:6][C:5]([C:8]2[O:12][N:11]=[CH:10][N:9]=2)=[CH:4][CH:3]=1.CC1C=CC(C2[O:21]C=CN=2)=CC=1>>[O:12]1[C:8]([C:5]2[CH:4]=[CH:3][C:2]([CH:1]=[O:21])=[CH:7][CH:6]=2)=[N:9][CH:10]=[N:11]1. Procedure details: The title compound is prepared by a procedure analogous to Step B of Reference Example 73 by substituting the 5-(4-methylphenyl)-1,2,4-oxadiazole from Step A above for the 2-(4-methylphenyl)oxazole of Step B of Reference Example 73. MS 175 (M+H)+. Starting materials: N(=C=S)[C@@](C(=O)OC)(C)C1=CC=CC=C1 (methyl (+)-(2S)-2-isothiocyanato-2-phenylpropionate), C1(=CC=CC=C1)NN (phenylhydrazine), C(C)(=O)O (acetic acid). Run in O (water). Reaction conditions: time 30 minute. Yields the product C[C@@]1(C(N(C(N1)=S)NC1=CC=CC=C1)=O)C1=CC=CC=C1 ((+)-(5S)-5-methyl-5-phenyl-3-phenylamino-2-thiohydantoin). As a reaction SMILES: [N:1]([C@:4]([C:10]1[CH:15]=[CH:14][CH:13]=[CH:12][CH:11]=1)([CH3:9])[C:5]([O:7]C)=O)=[C:2]=[S:3].[C:16]1([NH:22][NH2:23])[CH:21]=[CH:20][CH:19]=[CH:18][CH:17]=1.C(O)(=O)C>O>[CH3:9][C@@:4]1([C:10]2[CH:15]=[CH:14][CH:13]=[CH:12][CH:11]=2)[NH:1][C:2](=[S:3])[N:23]([NH:22][C:16]2[CH:21]=[CH:20][CH:19]=[CH:18][CH:17]=2)[C:5]1=[O:7]. Procedure details: 0.7 g (0.00316 mol) of methyl (+)-(2S)-2-isothiocyanato-2-phenylpropionate, diluted in 15 ml of dry tetrohydrofuran, is introduced into a 100 ml three-necked flask under a dry nitrogen atmosphere. 0.32 ml (0.00316 mol) of phenylhydrazine, diluted in 5 ml of tetrohydrofuran, is run in at 20° C. in a single step. The temperature rises by 2° C. The medium is kept magnetically stirring for 30 minutes. A dark-beige precipitate appears. The medium is neutralized with 0.4 ml of acetic acid and then tre... The reactants are FC(F)(F)c1cc(-c2sc3ccc(CBr)cc3c2Cl)ccc1-c1ccccc1, CC(C)(C)OC(=O)CCN, CCOC(C)=O, Cl, [K+], [K+], O=C([O-])[O-], CN(C)C=O. Product: CC(C)(C)OC(=O)CCNCc1ccc2sc(-c3ccc(-c4ccccc4)c(C(F)(F)F)c3)c(Cl)c2c1. RXN SMILES: [Br:1][CH2:2][c:3]1[cH:4][c:5]2[c:6]([s:7][c:8](-[c:11]3[cH:12][c:13]([C:23]([F:24])([F:25])[F:26])[c:14](-[c:17]4[cH:18][cH:19][cH:20][cH:21][cH:22]4)[cH:15][cH:16]3)[c:9]2[Cl:10])[cH:27][cH:28]1.[C:30]([CH3:31])([CH3:32])([CH3:33])[O:34][C:35]([CH2:36][CH2:37][NH2:38])=[O:39].[CH3:51][CH2:52][O:53][C:54]([CH3:55])=[O:56].[ClH:29].[K+:40].[K+:41].[O-:42][C:43]([O-:44])=[O:45].[O:46]=[CH:47][N:48]([CH3:49])[CH3:50]>>[CH2:2]([c:3]1[cH:4][c:5]2[c:6]([s:7][c:8](-[c:11]3[cH:12][c:13]([C:23]([F:24])([F:25])[F:26])[c:14](-[c:17]4[cH:18][cH:19][cH:20][cH:21][cH:22]4)[cH:15][cH:16]3)[c:9]2[Cl:10])[cH:27][cH:28]1)[NH:38][CH2:37][CH2:36][C:35]([O:34][C:30]([CH3:31])([CH3:32])[CH3:33])=[O:39]. The reactants are COc1ccc2c(=S)[nH]c(C)c(-c3ccccc3)c2c1, [Cl-], [H-], CI, [NH4+], [Na+], CN(C)C=O. Yields the product COc1ccc2c(SC)nc(C)c(-c3ccccc3)c2c1. As a reaction SMILES: [CH3:1][O:2][c:3]1[cH:4][c:5]2[c:6](-[c:15]3[cH:16][cH:17][cH:18][cH:19][cH:20]3)[c:7]([CH3:14])[nH:8][c:9](=[S:13])[c:10]2[cH:11][cH:12]1.[Cl-:25].[H-:22].[I:23][CH3:24].[NH4+:26].[Na+:21].[O:27]=[CH:28][N:29]([CH3:30])[CH3:31]>>[CH3:1][O:2][c:3]1[cH:4][c:5]2[c:6](-[c:15]3[cH:16][cH:17][cH:18][cH:19][cH:20]3)[c:7]([CH3:14])[n:8][c:9]([S:13][CH3:24])[c:10]2[cH:11][cH:12]1. The reactants are ClC(C1=NC(=NC(=N1)C(Cl)(Cl)Cl)C1=CC=C(C(=O)Cl)C=C1)(Cl)Cl (4-(4,6-Bis(trichloromethyl)-s-triazin-2-yl)-benzoyl chloride), O1CCCC1 (tetrahydrofuran), O (water). Run in C(C)N(CC)CC (triethylamine). Reaction conditions: time 10 minute. Yields the product ClC(C1=NC(=NC(=N1)C(Cl)(Cl)Cl)C1=CC=C(C(=O)O)C=C1)(Cl)Cl (4-(4,6-bis(trichloromethyl)-s-triazin-2-yl)benzoic acid). As a reaction SMILES: [Cl:1][C:2]([Cl:23])([Cl:22])[C:3]1[N:8]=[C:7]([C:9]([Cl:12])([Cl:11])[Cl:10])[N:6]=[C:5]([C:13]2[CH:21]=[CH:20][C:16]([C:17](Cl)=[O:18])=[CH:15][CH:14]=2)[N:4]=1.[O:24]1CCCC1.O>C(N(CC)CC)C>[Cl:1][C:2]([Cl:22])([Cl:23])[C:3]1[N:8]=[C:7]([C:9]([Cl:11])([Cl:10])[Cl:12])[N:6]=[C:5]([C:13]2[CH:21]=[CH:20][C:16]([C:17]([OH:18])=[O:24])=[CH:15][CH:14]=2)[N:4]=1. Procedure details: 4-(4,6-Bis(trichloromethyl)-s-triazin-2-yl)-benzoyl chloride pw) is added to a mixture of tetrahydrofuran (10 pw) and water (5 pw). To complete the reaction, 1 pw of triethylamine is added after 6 minutes, and the mixture is stirred for another 10 minutes. The solvent is removed by distillation, and the residue is recrystallized from toluene/benzine. The product is identical with the compounds described in Examples 12 and 16. Starting materials: ClC1=CC(=CC2=C1OC1=C2C(NCC1)C)S(=O)(=O)C1=CC=CC=C1 (6-chloro-1-methyl-8-(phenylsulfonyl)-1,2,3,4-tetrahydrobenzofuro[3,2-c]pyridine), hydrochloride salt, Cl (HCl). Run in CO (methanol), CO (methanol). Product: Cl.ClC1=CC(=CC2=C1OC1=C2C(NCC1)C)S(=O)(=O)C1=CC=CC=C1 (6-chloro-1-methyl-8-(phenylsulfonyl)-1,2,3,4-tetrahydrobenzofuro[3,2-c]pyridine hydrochloride). Yield: 184.1%. Reaction SMILES: [Cl:1][C:2]1[C:7]2[O:8][C:9]3[CH2:14][CH2:13][NH:12][CH:11]([CH3:15])[C:10]=3[C:6]=2[CH:5]=[C:4]([S:16]([C:19]2[CH:24]=[CH:23][CH:22]=[CH:21][CH:20]=2)(=[O:18])=[O:17])[CH:3]=1.Cl>CO>[ClH:1].[Cl:1][C:2]1[C:7]2[O:8][C:9]3[CH2:14][CH2:13][NH:12][CH:11]([CH3:15])[C:10]=3[C:6]=2[CH:5]=[C:4]([S:16]([C:19]2[CH:24]=[CH:23][CH:22]=[CH:21][CH:20]=2)(=[O:18])=[O:17])[CH:3]=1 |f:3.4|. Procedure: 6-chloro-1-methyl-8-(phenylsulfonyl)-1,2,3,4-tetrahydrobenzofuro[3,2-c]pyridine (100 mg, 0.3 mmol) was converted to the hydrochloride salt by dissolving in methanol and treating with 1.25 M HCl in methanol. The reaction mixture was concentrated in vacuo to give 6-chloro-1-methyl-8-(phenylsulfonyl)-1,2,3,4-tetrahydrobenzofuro[3,2-c]pyridine hydrochloride (81a, 110 mg, 97%, AUC HPLC>99%): mp <<MP data>>; 1H NMR (DMSO-d6, 400 MHz) δ 9.55 (br s, 2H), 8.35 (d, J=1.6 Hz, 1H), 8.07-8.03 (m, 3H), 7.70-7...